This data is from the Open Reaction Database (ORD), a public repository of structured organic reaction records. The task is: describe an organic reaction: reactants, conditions, products, and yield The reactants are C(C)(=O)SC1CCN(CC1)C(C1=C(C=CC=C1)F)C(=O)C1CC1 (4-acetylthio-1-(α-cyclopropylcarbonyl-2-fluorobenzyl)piperidine), Cl (hydrogen chloride). Solvent: C(C)O (ethanol). Conditions: time 8 hour. Yields the product Cl.C1(CC1)C(=O)C(C1=C(C=CC=C1)F)N1CCC(CC1)S (1-(α-cyclopropylcarbonyl-2-fluorobenzyl)-4-mercaptopiperidine hydrochloride), crystals. Isolated yield 99.0%. As a reaction SMILES: C([S:4][CH:5]1[CH2:10][CH2:9][N:8]([CH:11]([C:19]([CH:21]2[CH2:23][CH2:22]2)=[O:20])[C:12]2[CH:17]=[CH:16][CH:15]=[CH:14][C:13]=2[F:18])[CH2:7][CH2:6]1)(=O)C.[ClH:24]>C(O)C>[ClH:24].[CH:21]1([C:19]([CH:11]([N:8]2[CH2:7][CH2:6][CH:5]([SH:4])[CH2:10][CH2:9]2)[C:12]2[CH:17]=[CH:16][CH:15]=[CH:14][C:13]=2[F:18])=[O:20])[CH2:23][CH2:22]1 |f:3.4|. Reported procedure: 2.00 g (5.97 mmol) of the 4-acetylthio-1-(α-cyclopropylcarbonyl-2-fluorobenzyl)piperidine obtained in the above-described step (a) were dissolved in 50 ml of ethanol. An appropriate amount of a hydrogen chloride gas was blown through the resulting solution and the resulting mixture was allowed to stand overnight at room temperature. The solvent was then distilled off under reduced pressure. The residue was crystallized from diethyl ether, whereby 1.95 g of 1-(α-cyclopropylcarbonyl-2-fluorobenzyl... Starting materials: [Cl-], [NH4+], [NH4+], N#C[Na], O=C1CCOCC1, [OH-]. Product: N#CC1(N)CCOCC1. RXN SMILES: [Cl-:3].[NH4+:1].[NH4+:4].[Na:5][C:6]#[N:7].[O:8]1[CH2:9][CH2:10][C:11](=[O:14])[CH2:12][CH2:13]1.[OH-:2]>>[NH2:1][C:11]1([C:6]#[N:7])[CH2:10][CH2:9][O:8][CH2:13][CH2:12]1. The reactants are [Si](C)(C)(C)Cl (TMS—Cl), CN(CCCN)C (3-dimethylaminopropylamine), [Si](C)(C)(C)Cl (TMS—Cl). The solvent is CCOCC (ether), hexanes. Conditions: temperature 10 celsius, time 8 hour. The product is [Si](C)(C)(C)NCCCN(C)C (TMS—NH—CH2CH2CH2NMe2). The yield is 85.0%. As a reaction SMILES: [CH3:1][N:2]([CH3:7])[CH2:3][CH2:4][CH2:5][NH2:6].[Si:8](Cl)([CH3:11])([CH3:10])[CH3:9]>CCOCC>[Si:8]([NH:6][CH2:5][CH2:4][CH2:3][N:2]([CH3:7])[CH3:1])([CH3:11])([CH3:10])[CH3:9]. Procedure details: Under argon, in a 500 ml Schlenk flask containing a magnetic stir bar, 49.38 g (0.480 mol) of 3-dimethylaminopropylamine (99%, Aldrich) was added to 120 ml of anhydrous hexanes (distilled from Na). This mixture was stirred and cooled with a constant temperature bath at 10° C. From a dropping funnel, 25 g of TMS—Cl (0.230 mol) were added dropwise to the mixture over a period of two hours. A white precipitate formed, and later redissolved forming a separate layer at the bottom of the flask. Once t... Starting materials: COC(CCCSCCN1[C@H](CCCC1=O)\C=C\[C@H](CCC1CC1)O)=O (4-{2-[(R)-2-((S)-(E)-5-Cyclopropyl-3-hydroxy-pent-1-enyl)-6-oxo-piperidin-1-yl]-ethylsulfanyl}-butyric acid methyl ester), [OH-].[Na+] (sodium hydroxide). Run in CO (methanol). Run at time 3 hour. Yields the product C1(CC1)CC[C@@H](/C=C/[C@@H]1N(C(CCC1)=O)CCSCCCC(=O)O)O (4-{2-[(R)-2-((S)-(E)-5-Cyclopropyl-3-hydroxy-pent-1-enyl)-6-oxo-piperidin-1-yl]-ethylsulfanyl}-butyric acid). Yield: 100.0%. RXN SMILES: C[O:2][C:3](=[O:26])[CH2:4][CH2:5][CH2:6][S:7][CH2:8][CH2:9][N:10]1[C:15](=[O:16])[CH2:14][CH2:13][CH2:12][C@@H:11]1/[CH:17]=[CH:18]/[C@@H:19]([OH:25])[CH2:20][CH2:21][CH:22]1[CH2:24][CH2:23]1.[OH-].[Na+]>CO>[CH:22]1([CH2:21][CH2:20][C@H:19]([OH:25])/[CH:18]=[CH:17]/[C@H:11]2[CH2:12][CH2:13][CH2:14][C:15](=[O:16])[N:10]2[CH2:9][CH2:8][S:7][CH2:6][CH2:5][CH2:4][C:3]([OH:26])=[O:2])[CH2:23][CH2:24]1 |f:1.2|. Procedure: A methanol (10 mL) solution of 4-{2-[(R)-2-((S)-(E)-5-Cyclopropyl-3-hydroxy-pent-1-enyl)-6-oxo-piperidin-1-yl]-ethylsulfanyl}-butyric acid methyl ester from step (4, 98 mg, 0.25 mmol) was treated with sodium hydroxide (0.3 mL, 5 M aqueous) and stirred at ambient temperature for 3 hours. The volatiles were removed under a stream of nitrogen and the mixture was partitioned between water and ethyl ether. The aqueous layer was rendered acidic with hydrochloric acid (12 M aqueous) and extracted with ... The reactants are N1(CCCC1)CC1NCCSC1 (3-(pyrrolidin-1-ylmethyl)thiomorpholine), ClC=1C=C2C(CC(C2=CC1Cl)C(=O)Cl)=O (5,6-dichloro-3-oxoindan-1-carbonyl chloride). Solvent: C(C)N(CC)CC (triethylamine). The product is Cl.ClC=1C=C2C(CC(C2=CC1Cl)C(=O)N1C(CSCC1)CN1CCCC1)=O (4-(5,6-dichloro-3-oxoindan-1-carbonyl)-3-(pyrrolidin-1-ylmethyl)thiomorpholine hydrochloride). Yield: 45.7%. RXN SMILES: [N:1]1([CH2:6][CH:7]2[CH2:12][S:11][CH2:10][CH2:9][NH:8]2)[CH2:5][CH2:4][CH2:3][CH2:2]1.[Cl:13][C:14]1[CH:15]=[C:16]2[C:20](=[CH:21][C:22]=1[Cl:23])[CH:19]([C:24](Cl)=[O:25])[CH2:18][C:17]2=[O:27]>C(N(CC)CC)C>[ClH:13].[Cl:13][C:14]1[CH:15]=[C:16]2[C:20](=[CH:21][C:22]=1[Cl:23])[CH:19]([C:24]([N:8]1[CH2:9][CH2:10][S:11][CH2:12][CH:7]1[CH2:6][N:1]1[CH2:2][CH2:3][CH2:4][CH2:5]1)=[O:25])[CH2:18][C:17]2=[O:27] |f:3.4|. Procedure details: The procedure described in Example 24 was repeated, but using 0.6 g of 3-(pyrrolidin-1-ylmethyl)thiomorpholine, 0.6 g of triethylamine and 1.0 g of 5,6-dichloro-3-oxoindan-1-carbonyl chloride, to afford 0.39 g of the title compound, melting at 215°-223° C. The reactants are [Li+].C(C)(C)(C)OC(=O)C1=CC=C(S1)CN([C@@H](CC(C)C)C(=O)[O-])C (N-[(5-tert-butoxycarbonylthiophen-2-yl)methyl]-N-methyl-L-leucine lithium salt), Cl.COC([C@@H](N)CC(=O)OC)=O (aspartic acid dimethyl ester hydrochloride), CCN=C=NCCCN(C)C.Cl (WSC hydrochloride), O.ON1N=NC2=C1C=CC=C2 (1-hydroxybenzotriazole monohydrate), C(C)(C)N(C(C)C)CC (N,N-diisopropylethylamine). Run in ClCCl (dichloromethane). Run at time 2 hour. The product is COC([C@@H](NC([C@@H](N(C)CC=1SC(=CC1)C(=O)OC(C)(C)C)CC(C)C)=O)CC(=O)OC)=O (N—{N-[(5-tert-butoxycarbonylthiophen-2-yl)methyl]-N-methyl-L-leucyl}-L-aspartic acid dimethyl ester). Yield: 53.4%. Reaction SMILES: [Li+].[C:2]([O:6][C:7]([C:9]1[S:13][C:12]([CH2:14][N:15]([CH3:24])[C@H:16]([C:21]([O-:23])=O)[CH2:17][CH:18]([CH3:20])[CH3:19])=[CH:11][CH:10]=1)=[O:8])([CH3:5])([CH3:4])[CH3:3].Cl.[CH3:26][O:27][C:28](=[O:36])[C@H:29]([CH2:31][C:32]([O:34][CH3:35])=[O:33])[NH2:30].CCN=C=NCCCN(C)C.Cl.O.ON1C2C=CC=CC=2N=N1.C(N(CC)C(C)C)(C)C>ClCCl>[CH3:26][O:27][C:28](=[O:36])[C@H:29]([CH2:31][C:32]([O:34][CH3:35])=[O:33])[NH:30][C:21](=[O:23])[C@H:16]([CH2:17][CH:18]([CH3:19])[CH3:20])[N:15]([CH2:14][C:12]1[S:13][C:9]([C:7]([O:6][C:2]([CH3:3])([CH3:4])[CH3:5])=[O:8])=[CH:10][CH:11]=1)[CH3:24] |f:0.1,2.3,4.5,6.7|. Reported procedure: The compound (0.20 g, 0.58 mmol) obtained in step 2, aspartic acid dimethyl ester hydrochloride (0.12 g, 0.58 mmol), WSC hydrochloride (0.17 g, 0.87 mmol), 1-hydroxybenzotriazole monohydrate (0.090 g, 0.58 mmol), and N,N-diisopropylethylamine (0.39 mL, 2.8 mmol) were dissolved in dichloromethane (5 mL), and the mixture was stirred at room temperature for 2 hours. The reaction mixture was concentrated under reduced pressure, and ethyl acetate was added. The mixture was washed with saturated aqueo...